This data is from the Open Reaction Database (ORD), a public repository of structured organic reaction records. The task is: describe an organic reaction: reactants, conditions, products, and yield Reactants: CCCc1cc(Oc2ccc(Cl)cc2)ccc1C(=O)CBr, O=C([O-])[O-], COc1ccc(O)cc1, CCOC(C)=O, [Cs+], [Cs+], CN(C)C=O. The product is CCCc1cc(Oc2ccc(Cl)cc2)ccc1C(=O)COc1ccc(OC)cc1. RXN SMILES: [Br:1][CH2:2][C:3](=[O:4])[c:5]1[c:6]([CH2:19][CH2:20][CH3:21])[cH:7][c:8]([O:11][c:12]2[cH:13][cH:14][c:15]([Cl:18])[cH:16][cH:17]2)[cH:9][cH:10]1.[C:31](=[O:32])([O-:33])[O-:34].[CH3:22][O:23][c:24]1[cH:25][cH:26][c:27]([OH:30])[cH:28][cH:29]1.[CH3:42][CH2:43][O:44][C:45](=[O:46])[CH3:47].[Cs+:35].[Cs+:36].[O:37]=[CH:38][N:39]([CH3:40])[CH3:41]>>[CH2:2]([C:3](=[O:4])[c:5]1[c:6]([CH2:19][CH2:20][CH3:21])[cH:7][c:8]([O:11][c:12]2[cH:13][cH:14][c:15]([Cl:18])[cH:16][cH:17]2)[cH:9][cH:10]1)[O:30][c:27]1[cH:26][cH:25][c:24]([O:23][CH3:22])[cH:29][cH:28]1. Reactants: ClC=1C=C(C(=C(C(=O)OC)C1)C)N(C1CCN(CC1)C)CC (methyl 5-chloro-3-[ethyl(1-methylpiperidin-4-yl)amino]-2-methylbenzoate), [OH-].[Na+] (NaOH), Cl (HCl). The solvent is CO (methanol). Reaction conditions: temperature 50 celsius, time 18 hour. The product is ClC=1C=C(C(=C(C(=O)O)C1)C)N(C1CCN(CC1)C)CC (5-Chloro-3-[ethyl(1-methylpiperidin-4-yl)amino]-2-methylbenzoic acid), crude products. RXN SMILES: [Cl:1][C:2]1[CH:3]=[C:4]([N:13]([CH2:21][CH3:22])[CH:14]2[CH2:19][CH2:18][N:17]([CH3:20])[CH2:16][CH2:15]2)[C:5]([CH3:12])=[C:6]([CH:11]=1)[C:7]([O:9]C)=[O:8].[OH-].[Na+].Cl>CO>[Cl:1][C:2]1[CH:3]=[C:4]([N:13]([CH2:21][CH3:22])[CH:14]2[CH2:19][CH2:18][N:17]([CH3:20])[CH2:16][CH2:15]2)[C:5]([CH3:12])=[C:6]([CH:11]=1)[C:7]([OH:9])=[O:8] |f:1.2|. Procedure: To a stirred solution of methyl 5-chloro-3-[ethyl(1-methylpiperidin-4-yl)amino]-2-methylbenzoate (1.06 g, 3.26 mmol) in methanol (10 mL) was added aq. NaOH (5 M, 780 ul, 3.92 mmol). The reaction mixture was stirred at 50° C. for 18 hours. After cooling to 23° C., HCl (2 M, 2 mL)) was added to the mixture and the mixture was acidified to pH=5 and was concentrated in vacuo to give the titled compound as crude products (1.80 g). Starting materials: CN(C=O)C (N,N-dimethylformamide), CS(=O)(=O)OCCCCC(=C(F)F)C (6,6-difluoro-5-methyl-5-hexenyl methanesulfonate), N1C=NC2=C1C=CC(=C2)C(=O)O (1H-benzoimidazole-5-carboxylic acid), C(O)([O-])=O.[Na+] (sodium hydrogencarbonate). The solvent is O (water). Reaction conditions: temperature 100 celsius, time 3 hour. Yields the product FC(=C(CCCCN1C=NC2=C1C=CC(=C2)C(=O)OCCCCC(=C(F)F)C)C)F (6,6-difluoro-5-methyl-5-hexenyl 1-(6,6-difluoro-5-methyl-5-hexenyl)-1H-benzoimidazole-5-carboxylate), FC(=C(CCCCN1C=NC2=C1C=C(C=C2)C(=O)OCCCCC(=C(F)F)C)C)F (6,6-difluoro-5-methyl-5-hexenyl 3-(6,6-difluoro-5-methyl-5-hexenyl)-3H-benzoimidazole-5-carboxylate). Yield: 33.0%. As a reaction SMILES: [CH3:1][N:2]([CH3:5])[CH:3]=O.CS([O:10][CH2:11][CH2:12][CH2:13][CH2:14][C:15]([CH3:19])=[C:16]([F:18])[F:17])(=O)=O.[NH:20]1[C:24]2[CH:25]=[CH:26][C:27]([C:29]([OH:31])=[O:30])=[CH:28][C:23]=2[N:22]=C1.C(=O)([O-])O.[Na+]>O>[F:17][C:16]([F:18])=[C:15]([CH3:19])[CH2:14][CH2:13][CH2:12][CH2:1][N:2]1[C:5]2[CH:25]=[CH:26][C:27]([C:29]([O:10][CH2:11][CH2:12][CH2:13][CH2:14][C:15]([CH3:19])=[C:16]([F:18])[F:17])=[O:31])=[CH:28][C:23]=2[N:22]=[CH:3]1.[F:17][C:16]([F:18])=[C:15]([CH3:19])[CH2:14][CH2:13][CH2:12][CH2:1][N:2]1[C:5]2[CH:28]=[C:27]([C:29]([O:31][CH2:11][CH2:12][CH2:13][CH2:14][C:15]([CH3:19])=[C:16]([F:18])[F:17])=[O:30])[CH:26]=[CH:25][C:24]=2[N:20]=[CH:3]1 |f:3.4|. Procedure details: To 5 ml of N,N-dimethylformamide were dissolved 0.68 g (3.0 mmol) of 6,6-difluoro-5-methyl-5-hexenyl methanesulfonate and 0.24 g (1.5 mmol) of 1H-benzoimidazole-5-carboxylic acid, followed by the addition of 0.42 g (5.0 mmol) of sodium hydrogencarbonate and stirring at 100° C. for 3 hours. The reaction liquid was then poured in water and extracted with ethyl acetate. The organic layer was washed with water and a saturated saline solution in this order, followed by drying over anhydrous magnesium... Starting materials: CC1=NNC(=C1N)C1=CC=CC=C1 (3-methyl-5-phenyl-1H-pyrazol-4-ylamine), C(C1=CC=CC=C1)(=O)Cl (benzoyl chloride). The solvent is N1=CC=CC=C1 (pyridine). Reaction conditions: time 1 hour. Product: CC1=NNC(=C1NC(C1=CC=CC=C1)=O)C1=CC=CC=C1 (N-(3-Methyl-5-phenyl-1H-pyrazol-4-yl)-benzamide). Reaction SMILES: [CH3:1][C:2]1[C:6]([NH2:7])=[C:5]([C:8]2[CH:13]=[CH:12][CH:11]=[CH:10][CH:9]=2)[NH:4][N:3]=1.[C:14](Cl)(=[O:21])[C:15]1[CH:20]=[CH:19][CH:18]=[CH:17][CH:16]=1>N1C=CC=CC=1>[CH3:1][C:2]1[C:6]([NH:7][C:14](=[O:21])[C:15]2[CH:20]=[CH:19][CH:18]=[CH:17][CH:16]=2)=[C:5]([C:8]2[CH:9]=[CH:10][CH:11]=[CH:12][CH:13]=2)[NH:4][N:3]=1. Reported procedure: To a rt solution of 550 mg of 3-methyl-5-phenyl-1H-pyrazol-4-ylamine (prepared in accordance with the procedure set forth in UK 2 185 255, Example 2A) in 8.5 mL pyridine was added 370 μL of benzoyl chloride. The reaction was stirred for 1 h and then concentrated under reduced pressure. The residue was dissolved in chloroform and washed with 0.5 N hydrochloric acid and then saturated aqueous sodium carbonate. The organic portion was dried with sodium sulfate and concentrated under reduced pressur...